This data is from the Open Reaction Database (ORD), a public repository of structured organic reaction records. The task is: describe an organic reaction: reactants, conditions, products, and yield Reactants: BrCCOC1CCCCO1, CS(C)=O, [K+], O=c1[nH]ncc2ccccc12, [OH-], O. The product is O=c1c2ccccc2cnn1CCOC1CCCCO1. As a reaction SMILES: [Br:14][CH2:15][CH2:16][O:17][CH:18]1[O:19][CH2:20][CH2:21][CH2:22][CH2:23]1.[CH3:25][S:26](=[O:27])[CH3:28].[K+:2].[O:3]=[c:4]1[nH:5][n:6][cH:7][c:8]2[cH:9][cH:10][cH:11][cH:12][c:13]12.[OH-:1].[OH2:24]>>[O:3]=[c:4]1[n:5]([CH2:15][CH2:16][O:17][CH:18]2[O:19][CH2:20][CH2:21][CH2:22][CH2:23]2)[n:6][cH:7][c:8]2[cH:9][cH:10][cH:11][cH:12][c:13]12. Starting materials: Cl (HCl), ClC1=C(C(=C(C=C1OC)OC)Cl)C1=CC2=C(C=N1)C=NN2C2OCCCC2 (6-(2,6-dichloro-3,5-dimethoxyphenyl)-1-(tetrahydro-2H-pyran-2-yl)-1H-pyrazolo[4,3-c]pyridine), C(C)(=O)Cl (acetyl chloride). The solvent is CO (methanol), CO (methanol). Run at time 2 hour. The product is ClC1=C(C(=C(C=C1OC)OC)Cl)C1=CC2=C(C=N1)C=NN2 (6-(2,6-dichloro-3,5-dimethoxyphenyl)-1H-pyrazolo[4,3-c]pyridine). Isolated yield 100.7%. Reaction SMILES: [Cl:1][C:2]1[C:7]([O:8][CH3:9])=[CH:6][C:5]([O:10][CH3:11])=[C:4]([Cl:12])[C:3]=1[C:13]1[N:18]=[CH:17][C:16]2[CH:19]=[N:20][N:21](C3CCCCO3)[C:15]=2[CH:14]=1.Cl.C(Cl)(=O)C>CO>[Cl:12][C:4]1[C:5]([O:10][CH3:11])=[CH:6][C:7]([O:8][CH3:9])=[C:2]([Cl:1])[C:3]=1[C:13]1[N:18]=[CH:17][C:16]2[CH:19]=[N:20][NH:21][C:15]=2[CH:14]=1. Reported procedure: At 0° C. (with ice-bath) to a stirring solution of 6-(2,6-dichloro-3,5-dimethoxyphenyl)-1-(tetrahydro-2H-pyran-2-yl)-1H-pyrazolo[4,3-c]pyridine (0.78 g, 1.9 mmol) in methanol (10 mL) was added drop-wise a pre-cooled (with ice-bath) HCl solution prepared from acetyl chloride (2.72 mL, 38.2 mmol) in methanol (15 mL). After the addition, the ice-bath was removed. The mixture was stirred at r.t. for 2 h, and then concentrated under reduced pressure. The residue was purified by flash chromatography o... Reactants: N(=O)[O-].[Na+] (NaNO2), O[PH2]=O (H3PO2), C(=O)N (formamide), C(C)(=O)O.N1CCCCC1 (piperidine acetate), OS(=O)(=O)O (H2SO4), NC1=NN2C(C3=CC=CC=C3C2)=N1 (2-amino -5H-s-triazolo[5,1-a]isoindole), OS(=O)(=O)O (H2SO4). Run in O (water), O (water). Conditions: temperature 1.5 celsius. The product is N=1C=NN2C1C1=CC=CC=C1C2 (5H-s-triazolo[5,1-a]isoindole). The yield is 63.0%. Reaction SMILES: OS(O)(=O)=O.N[C:7]1[N:18]=[C:10]2[C:11]3[C:16]([CH2:17][N:9]2[N:8]=1)=[CH:15][CH:14]=[CH:13][CH:12]=3.N([O-])=O.[Na+].O[PH2]=O.C(N)=O.C(O)(=O)C.N1CCCCC1>O>[N:18]1[CH:7]=[N:8][N:9]2[CH2:17][C:16]3[C:11](=[CH:12][CH:13]=[CH:14][CH:15]=3)[C:10]=12 |f:2.3,6.7|. Reported procedure: To a solution of 2 ml of 10% H2SO4 in 12 ml of water, a solution of 0.69 g (0.004 mole) of 2-amino -5H-s-triazolo[5,1-a]isoindole in 20 ml of water containing 4 ml of 10% H2SO4 is added. Under cooling to a 0-3°C, 8 ml of 0.5 N NaNO2 is dropped into the solution and 7.8 ml of 50% H3PO2 is successively added. After heating to about 40°C for 30 minutes, the mixture is filtered and the filtrate is brought to pH 8 with Na2CO3. The aqueous phase is extracted several times with ethyl ether and the orga...